describe an organic reaction: reactants, conditions, products, and yield From a dataset of the Open Reaction Database (ORD), a public repository of structured organic reaction records. Starting materials: C(C)(=O)O (acetic acid), C(#N)C1=CC=C(C=O)C=C1 (4-cyanobenzaldehyde), NC=1C=C(C(=O)O)C=CC1 (3-aminobenzoic acid), C(#N)[BH3-].[Na+] (sodiumcyanoborohydride). Run in CN(C=O)C (N,N-dimethylformamide). Product: C(#N)C1=CC=C(CNC=2C=C(C(=O)O)C=CC2)C=C1 (3-[4-cyanobenzyl]aminobenzoic acid). Yield: 75.3%. Reaction SMILES: [C:1]([C:3]1[CH:10]=[CH:9][C:6]([CH:7]=O)=[CH:5][CH:4]=1)#[N:2].[NH2:11][C:12]1[CH:13]=[C:14]([CH:18]=[CH:19][CH:20]=1)[C:15]([OH:17])=[O:16].C([BH3-])#N.[Na+].C(O)(=O)C>CN(C)C=O>[C:1]([C:3]1[CH:10]=[CH:9][C:6]([CH2:7][NH:11][C:12]2[CH:13]=[C:14]([CH:18]=[CH:19][CH:20]=2)[C:15]([OH:17])=[O:16])=[CH:5][CH:4]=1)#[N:2] |f:2.3|. Reported procedure: 4-cyanobenzaldehyde (0.65 g; 5 mmoles), 3-aminobenzoic acid (0.68 g; 5 mmoles) and sodiumcyanoborohydride (0.35 g; 5 mmols) were stirred in N,N-dimethylformamide (25 ml) containing 1% acetic acid at room temperature for 2 hrs. The product was precipitated out by addition of water. The solid was filtered and dried in vacuo to give 0.95 g white solid. FAB-MS: MH+ =253. Reactants: BrN1C(CCC1=O)=O (N-bromosuccinimide), C1(=CC=CC=C1)CC(=O)OC (methyl phenylacetate). Reagents/catalysts: C(C1=CC=CC=C1)(=O)OOC(C1=CC=CC=C1)=O (benzoyl peroxide). Run in C(Cl)(Cl)(Cl)Cl (carbon tetrachloride). Conditions: temperature 0 celsius. Product: BrC(C(=O)OC)C1=CC=CC=C1 (Methyl Bromo-Phenylacetate). Yield: 93.1%. As a reaction SMILES: [Br:1]N1C(=O)CCC1=O.[C:9]1([CH2:15][C:16]([O:18][CH3:19])=[O:17])[CH:14]=[CH:13][CH:12]=[CH:11][CH:10]=1>C(Cl)(Cl)(Cl)Cl.C(OOC(=O)C1C=CC=CC=1)(=O)C1C=CC=CC=1>[Br:1][CH:15]([C:9]1[CH:14]=[CH:13][CH:12]=[CH:11][CH:10]=1)[C:16]([O:18][CH3:19])=[O:17]. Procedure details: In this example, a mixture containing 5.93 g of N-bromosuccinimide, 5.0 g of methyl phenylacetate; and a catalytic amount (about 0.1 g) of benzoyl peroxide in 50 ml of carbon tetrachloride was warmed to reflux and then refluxed for about 12 hours. The mixture was then cooled to about 0° C. and filtered. The filtrate was concentrated by evaporation under vacuum affording 7.1 g of the title compound as an oil.